From a dataset of the Open Reaction Database (ORD), a public repository of structured organic reaction records. describe an organic reaction: reactants, conditions, products, and yield Procedure details: The title compound was prepared from 7-trifluoromethyl-5-(4-trifluoromethyl-phenyl)-pyrazolo[1,5-a]pyrimidine-3-carboxylic acid (example C.1) and 3-(morpholine-4-sulfonyl)-phenylamine [CAS 22184-97-0; commercially available] according to general procedure II. Yellow solid. MS (ISP) 600.3 [(M+H)+]; mp 233° C. Starting materials: FC(C1=CC(=NC=2N1N=CC2C(=O)O)C2=CC=C(C=C2)C(F)(F)F)(F)F (7-trifluoromethyl-5-(4-trifluoromethyl-phenyl)-pyrazolo[1,5-a]pyrimidine-3-carboxylic acid), N1(CCOCC1)S(=O)(=O)C=1C=C(C=CC1)N (3-(morpholine-4-sulfonyl)-phenylamine). Yields the product N1(CCOCC1)S(=O)(=O)C=1C=C(C=CC1)NC(=O)C=1C=NN2C1N=C(C=C2C(F)(F)F)C2=CC=C(C=C2)C(F)(F)F (7-Trifluoromethyl-5-(4-trifluoromethyl-phenyl)-pyrazolo[1,5-a]pyrimidine-3-carboxylic acid[3-(morpholine-4-sulfonyl)-phenyl]-amide). Reaction SMILES: [F:1][C:2]([F:26])([F:25])[C:3]1[N:8]2[N:9]=[CH:10][C:11]([C:12](O)=[O:13])=[C:7]2[N:6]=[C:5]([C:15]2[CH:20]=[CH:19][C:18]([C:21]([F:24])([F:23])[F:22])=[CH:17][CH:16]=2)[CH:4]=1.[N:27]1([S:33]([C:36]2[CH:37]=[C:38]([NH2:42])[CH:39]=[CH:40][CH:41]=2)(=[O:35])=[O:34])[CH2:32][CH2:31][O:30][CH2:29][CH2:28]1>>[N:27]1([S:33]([C:36]2[CH:37]=[C:38]([NH:42][C:12]([C:11]3[CH:10]=[N:9][N:8]4[C:3]([C:2]([F:1])([F:26])[F:25])=[CH:4][C:5]([C:15]5[CH:16]=[CH:17][C:18]([C:21]([F:23])([F:24])[F:22])=[CH:19][CH:20]=5)=[N:6][C:7]=34)=[O:13])[CH:39]=[CH:40][CH:41]=2)(=[O:35])=[O:34])[CH2:28][CH2:29][O:30][CH2:31][CH2:32]1. The reactants are B(Br)(Br)Br (BBr3), C(C)NC([O-])=O.COC=1C=CC=2C(C3C(CNC3)C2C1)C (N-ethylcarbamate 5-methoxy-8-methyl-1,2,3,3a,8,8a-hexahydroindeno[1,2-c]pyrrole). Solvent: C(Cl)Cl (CH2Cl2). Conditions: time 8 hour. Yields the product C(C)NC([O-])=O.OC=1C=CC=2C(C3C(CNC3)C2C1)C (N-Ethylcarbamate 5-hydroxy-8-methyl-1,2,3,3a,8,8a-hexahydroindeno[1,2-c]pyrrole). RXN SMILES: B(Br)(Br)Br.[CH2:5]([NH:7][C:8](=[O:10])[O-:9])[CH3:6].C[O:12][C:13]1[CH:14]=[CH:15][C:16]2[CH:17]([CH3:25])[CH:18]3[CH2:22][NH:21][CH2:20][CH:19]3[C:23]=2[CH:24]=1>C(Cl)Cl>[CH2:5]([NH:7][C:8](=[O:9])[O-:10])[CH3:6].[OH:12][C:13]1[CH:14]=[CH:15][C:16]2[CH:17]([CH3:25])[CH:18]3[CH2:22][NH:21][CH2:20][CH:19]3[C:23]=2[CH:24]=1 |f:1.2,4.5|. Procedure details: BBr3 (1.1 mL, 1.0 M in dichloromethane) was added to a solution of N-ethylcarbamate-5-methoxy-8-methyl-1,2,3,3a,8,8a-hexahydroindeno[1,2-c]pyrrole (from Example 2, step A) (0.31 g, 1.1 mmol) in CH2Cl2 (10 mL) at 0° C., and stirred overnight. The excess BBr3 was quenched with the dropwise addition of water (2 mL), and washed with saturated aqueous NaHCO3 (10 mL) and brine (10 mL). The organic extract was dried over MgSO4 and concentrated. The subtitle compound was obtained without further purific... Starting materials: FC(OC1=CC=C(C2=C1OC1=C2C=C(C=C1)[N+](=O)[O-])C=O)F (4-(difluoromethoxy)-8-nitrodibenzo[b,d]furan-1-carbaldehyde), S(N)(O)(=O)=O (sulphamic acid), Cl(=O)[O-].[Na+] (sodium chlorite). The solvent is CC(=O)C (acetone), O (water). Conditions: time 15 minute. Product: FC(OC1=CC=C(C2=C1OC1=C2C=C(C=C1)[N+](=O)[O-])C(=O)O)F (4-(difluoromethoxy)-8-nitrodibenzo[b,d]furan-1-carboxylic acid). The yield is 81.9%. As a reaction SMILES: [F:1][CH:2]([F:22])[O:3][C:4]1[C:9]2[O:10][C:11]3[CH:16]=[CH:15][C:14]([N+:17]([O-:19])=[O:18])=[CH:13][C:12]=3[C:8]=2[C:7]([CH:20]=[O:21])=[CH:6][CH:5]=1.S(=O)(=O)([OH:25])N.Cl([O-])=O.[Na+]>CC(C)=O.O>[F:22][CH:2]([F:1])[O:3][C:4]1[C:9]2[O:10][C:11]3[CH:16]=[CH:15][C:14]([N+:17]([O-:19])=[O:18])=[CH:13][C:12]=3[C:8]=2[C:7]([C:20]([OH:25])=[O:21])=[CH:6][CH:5]=1 |f:2.3|. Reported procedure: To a stirring solution of 4-(difluoromethoxy)-8-nitrodibenzo[b,d]furan-1-carbaldehyde (6.5 g, 0.021 mol) and sulphamic acid (3.7 g, 0.038 mol) in acetone (25 mL) was added sodium chlorite (3.0 g, 0.033 mol) in water (25 mL) dropwise at 5-10° C. After 15 minutes, the reaction slurry was allowed to stir at room temperature for 17 hours. The reaction slurry was poured into ice-cold water and filtered. The solid obtained was washed with hexane and dried. Yield—81.9%. 1H-NMR (DMSO-d6) δ: 7.44-7.64-7....